Dataset: the Open Reaction Database (ORD), a public repository of structured organic reaction records. Task: describe an organic reaction: reactants, conditions, products, and yield The solvent is CO (methanol). The product is N1C2C(CCC1)CNC2 (Octahydropyrrolo[3,4-b]pyridine). The reagents and catalysts are [Pd] (palladium). Starting materials: C(C1=CC=CC=C1)N1CC2NCCCC2C1 (6-benzyl-octahydropyrrolo[3,4-b]pyridine). Reported procedure: 69 g (0.32 mol) of 6-benzyl-octahydropyrrolo[3,4-b]pyridine are hydrogenated in 450 ml of methanol over 7 g of palladium-on-active charcoal (5% strength) at 90° C./90 bar in the course of 3 hours. The catalyst is then filtered off, the filtrate is concentrated and the residue is distilled. 33.8 g (84.% of theory) of a colorless solid having a melting point of 65°-67° C. and a boiling point of 78° C./9 mbar are obtained. As a reaction SMILES: C([N:8]1[CH2:16][CH:15]2[CH:10]([NH:11][CH2:12][CH2:13][CH2:14]2)[CH2:9]1)C1C=CC=CC=1>CO.[Pd]>[NH:11]1[CH2:12][CH2:13][CH2:14][CH:15]2[CH2:16][NH:8][CH2:9][CH:10]12. The reactants are N1(CCCC1)CC1NCCOC1 (3-(1-Pyrrolidinylmethyl)morpholine), ClC=1C=C(C=CC1Cl)CC(=O)O (3,4-dichlorophenylacetic acid), C(=O)(N1C=NC=C1)N1C=NC=C1 (1,1'-carbonyldiimidazole). Run in C(C)#N (acetonitrile), C(C)#N (acetonitrile). Conditions: time 3.5 hour. Yields the product C(\C=C/C(=O)O)(=O)O.ClC=1C=C(C=CC1Cl)CC(=O)N1C(COCC1)CN1CCCC1 (4-[(3,4-Dichlorophenyl)acetyl]-3-(1-pyrrolidinylmethyl)morpholine maleate). Isolated yield 100.7%. RXN SMILES: [Cl:1][C:2]1[CH:3]=[C:4]([CH2:9][C:10]([OH:12])=[O:11])[CH:5]=[CH:6][C:7]=1[Cl:8].C(N1C=CN=C1)(N1C=CN=C1)=[O:14].[N:25]1([CH2:30][CH:31]2[CH2:36][O:35][CH2:34][CH2:33][NH:32]2)[CH2:29][CH2:28][CH2:27][CH2:26]1>C(#N)C>[C:10]([OH:12])(=[O:11])/[CH:30]=[CH:31]\[C:36]([OH:35])=[O:14].[Cl:1][C:2]1[CH:3]=[C:4]([CH2:9][C:10]([N:32]2[CH2:33][CH2:34][O:35][CH2:36][CH:31]2[CH2:30][N:25]2[CH2:26][CH2:27][CH2:28][CH2:29]2)=[O:12])[CH:5]=[CH:6][C:7]=1[Cl:8] |f:4.5|. Procedure details: To a solution of 3,4-dichlorophenylacetic acid (410 mg) in acetonitrile (10 ml) was added a solution of 1,1'-carbonyldiimidazole (340 mg) in warm acetonitrile (10 ml). After 10 min a solution of the product of stage (iii) (330 mg) was added and the mixture was stirred at room temperature for 3.5 h. The solvent was removed in vacuo and the residue was partitioned between dichloromethane (40 ml) and 2N sodium carbonate (30 ml). The organic phase was separated and washed with water (20 ml). The dri... Reactants: C(=O)(OC(C)(C)C)N1CCC(CC1)N1CC(C2=CC=C(C=C12)NC(C1=C(N=CC=C1)NCC1=CC=C(C=C1)F)=O)(C)C (N-[1-(1-Boc-piperidin-4-yl)-3,3-dimethyl-2,3-dihydro-1H-indol-6-yl]-2-(4-fluoro-benzylamino)-nicotinamide). Run in Cl (HCl), CCOC(=O)C (EtOAc). Run at time 1.5 hour. Product: CC1(CN(C2=CC(=CC=C12)NC(C1=C(N=CC=C1)NCC1=CC=C(C=C1)F)=O)C1CCNCC1)C (N-(3,3-Dimethyl-1-piperidin-4-yl-2,3-dihydro-1H-indol-6-yl)-2-(4-fluoro-benzylamino)-nicotinamide). Reaction SMILES: C([N:8]1[CH2:13][CH2:12][CH:11]([N:14]2[C:22]3[C:17](=[CH:18][CH:19]=[C:20]([NH:23][C:24](=[O:40])[C:25]4[CH:30]=[CH:29][CH:28]=[N:27][C:26]=4[NH:31][CH2:32][C:33]4[CH:38]=[CH:37][C:36]([F:39])=[CH:35][CH:34]=4)[CH:21]=3)[C:16]([CH3:42])([CH3:41])[CH2:15]2)[CH2:10][CH2:9]1)(OC(C)(C)C)=O>Cl.CCOC(C)=O>[CH3:41][C:16]1([CH3:42])[C:17]2[C:22](=[CH:21][C:20]([NH:23][C:24](=[O:40])[C:25]3[CH:30]=[CH:29][CH:28]=[N:27][C:26]=3[NH:31][CH2:32][C:33]3[CH:38]=[CH:37][C:36]([F:39])=[CH:35][CH:34]=3)=[CH:19][CH:18]=2)[N:14]([CH:11]2[CH2:12][CH2:13][NH:8][CH2:9][CH2:10]2)[CH2:15]1. Reported procedure: N-[1-(1-Boc-piperidin-4-yl)-3,3-dimethyl-2,3-dihydro-1H-indol-6-yl]-2-(4-fluoro-benzylamino)-nicotinamide (Example 47) was dissolved in a mixture of conc. HCl and EtOAc and stirred at RT for 1.5 h. The mixture was concentrated in vacuo and the residue was partitioned between EtOAc and 1 N NaOH. The organic layer was removed, washed with brine, dried over Na2SO4, filtered and concentrated in vacuo to provide a yellow solid. M+H 474.3. Calc'd for C28H32FN5O: 473.3. The reactants are CS(=O)(=O)O (methanesulfonic acid), [OH-].[Na+] (NaOH), [N-]=[N+]=[N-].[Na+] (Sodium azide), O1CCOC12CCC(CC2)N2N=CC(=C2)C=2C=C(C=C(C2)C)NC2=NC=CC(=N2)C(F)(F)F (N-{3-[1-(1,4-dioxaspiro[4.5]dec-8-yl)-1H-pyrazol-4-yl]-5-methylphenyl}-4-(trifluoromethyl)pyrimidin-2-amine). The solvent is C(Cl)(Cl)Cl (chloroform), O (water). Conditions: temperature 65 celsius. The product is CC=1C=C(C=C(C1)NC1=NC=CC(=N1)C(F)(F)F)C=1C=NN(C1)C1CCC(NCC1)=O (racemic 5-[4-(3-methyl-5-{[4-(trifluoromethyl)pyrimidin-2-yl]amino}phenyl)-1H-pyrazol-1-yl]azepan-2-one). RXN SMILES: [N-:1]=[N+]=[N-].[Na+].[O:5]1[C:9]2([CH2:14][CH2:13][CH:12]([N:15]3[CH:19]=[C:18]([C:20]4[CH:21]=[C:22]([NH:27][C:28]5[N:33]=[C:32]([C:34]([F:37])([F:36])[F:35])[CH:31]=[CH:30][N:29]=5)[CH:23]=[C:24]([CH3:26])[CH:25]=4)[CH:17]=[N:16]3)[CH2:11][CH2:10]2)OCC1.CS(O)(=O)=O.[OH-].[Na+]>C(Cl)(Cl)Cl.O>[CH3:26][C:24]1[CH:25]=[C:20]([C:18]2[CH:17]=[N:16][N:15]([CH:12]3[CH2:11][CH2:10][NH:1][C:9](=[O:5])[CH2:14][CH2:13]3)[CH:19]=2)[CH:21]=[C:22]([NH:27][C:28]2[N:33]=[C:32]([C:34]([F:35])([F:36])[F:37])[CH:31]=[CH:30][N:29]=2)[CH:23]=1 |f:0.1,4.5|. Procedure: Sodium azide (155 mg, 2.39 mL) was added to a solution of N-{3-[1-(1,4-dioxaspiro[4.5]dec-8-yl)-1H-pyrazol-4-yl]-5-methylphenyl}-4-(trifluoromethyl)pyrimidin-2-amine (732 mg, 1.59 mmol) in chloroform (8.0 mL) followed by methanesulfonic acid (1.24 mL, 19.1 mmol). The reaction was heated to 65° C. for 2 h. The reaction was cooled to room temperature and water was added, followed by NaOH (1N). The organic layer was extracted with EtOAc (3×). The combined layers were dried over magnesium sulfate an... Starting materials: FC(C(=O)O)(F)F (trifluoroacetic acid), C(C)(C)(C)OC(NC1CC2COCC(C1)N2)=O ((3-oxa-9-aza-bicyclo[3.3.1]non-7-yl)-carbamic acid tert-butyl ester), COC(=O)C=1[C@@H](N=C(NC1CBr)C=1SC=CN1)C1=C(C=C(C=C1)F)Cl ((R)-6-bromomethyl-4-(2-chloro-4-fluoro-phenyl)-2-thiazol-2-yl-1,4-dihydro-pyrimidine-5-carboxylic acid methyl ester), CCN(C(C)C)C(C)C (DIPEA). Solvent: C(Cl)Cl (CH2Cl2), C(Cl)Cl (CH2Cl2), CCOC(=O)C (EtOAc). Reaction conditions: time 8 hour. The product is COC(=O)C=1[C@@H](N=C(NC1CN1C2COCC1CC(C2)NC(C)=O)C=2SC=CN2)C2=C(C=C(C=C2)F)Cl ((R)-6-(7-Acetylamino-3-oxa-9-aza-bicyclo[3.3.1]non-9-ylmethyl)-4-(2-chloro-4-fluoro-phenyl)-2-thiazol-2-yl-1,4-dihydro-pyrimidine-5-carboxylic acid methyl ester). Reaction SMILES: C(O[C:6](=[O:17])[NH:7][CH:8]1[CH2:15][CH:14]2[NH:16][CH:10]([CH2:11][O:12][CH2:13]2)[CH2:9]1)(C)(C)C.[CH3:18][O:19][C:20]([C:22]1[C@H:23]([C:35]2[CH:40]=[CH:39][C:38]([F:41])=[CH:37][C:36]=2[Cl:42])[N:24]=[C:25]([C:30]2[S:31][CH:32]=[CH:33][N:34]=2)[NH:26][C:27]=1[CH2:28]Br)=[O:21].[CH3:43]CN(C(C)C)C(C)C.FC(F)(F)C(O)=O>C(Cl)Cl.CCOC(C)=O>[CH3:18][O:19][C:20]([C:22]1[C@H:23]([C:35]2[CH:40]=[CH:39][C:38]([F:41])=[CH:37][C:36]=2[Cl:42])[N:24]=[C:25]([C:30]2[S:31][CH:32]=[CH:33][N:34]=2)[NH:26][C:27]=1[CH2:28][N:16]1[CH:14]2[CH2:15][CH:8]([NH:7][C:6](=[O:17])[CH3:43])[CH2:9][CH:10]1[CH2:11][O:12][CH2:13]2)=[O:21]. Procedure: To the solution of (3-oxa-9-aza-bicyclo[3.3.1]non-7-yl)-carbamic acid tert-butyl ester (PharmaBlock (Nanjing) R&D Co. Ltd, catalog number: PB05636) (106 mg, 0.44 mmol) and Compound C (100 mg, 0.22 mmol) in CH2Cl2 (5 mL) was added DIPEA (0.14 mL, 0.44 mmol) at room temperature. The reaction mixture was stirred overnight at room temperature, then diluted with EtOAc (60 mL). The organic layer was washed with sat. NH4Cl, sat. NaHCO3 and brine (20 mL) respectively. The organic layer was dried over Na... The reactants are ClCCCl, O=C(O)c1cccnc1Cl, O=S(Cl)Cl. The product is ClCc1cccnc1Cl. RXN SMILES: [Cl:15][CH2:16][CH2:17][Cl:18].[Cl:1][c:2]1[c:3]([C:4]([OH:5])=[O:6])[cH:7][cH:8][cH:9][n:10]1.[S:11]([Cl:12])([Cl:13])=[O:14]>>[Cl:1][c:2]1[c:3]([CH2:4][Cl:13])[cH:7][cH:8][cH:9][n:10]1.